This data is from the Open Reaction Database (ORD), a public repository of structured organic reaction records. The task is: describe an organic reaction: reactants, conditions, products, and yield The reactants are COCCOCOC1=C(C=C(C=C1)B1OC(C(O1)(C)C)(C)C)C(F)(F)F (2-(4-((2-Methoxyethoxy)methoxy)-3-(trifluoromethyl)phenyl)-4,4,5,5-tetramethyl-1,3,2-dioxaborolane), NC=1C(=NC(=CC1NC)Cl)C#N (3-amino-6-chloro-4-(methylamino)-picolinonitrile), C1(CCCCC1)P(C1CCCCC1)C1CCCCC1 (tricyclohexylphosphine), P(=O)([O-])([O-])[O-].[K+].[K+].[K+] (potassium phosphate). Reagents/catalysts: C=1C=CC(=CC1)/C=C/C(=O)/C=C/C2=CC=CC=C2.C=1C=CC(=CC1)/C=C/C(=O)/C=C/C2=CC=CC=C2.C=1C=CC(=CC1)/C=C/C(=O)/C=C/C2=CC=CC=C2.[Pd].[Pd] (tris(dibenzylideneacetone)dipalladium). Run in CCOC(=O)C (EtOAc), C(Cl)Cl (DCM), O (water), O1CCOCC1 (Dioxane). Conditions: temperature 110 celsius, time 2 hour. Yields the product NC=1C(=NC(=CC1NC)C1=CC(=C(C=C1)OCOCCOC)C(F)(F)F)C#N (3-amino-6-(4-((2-methoxyethoxy)-methoxy)-3-(trifluoromethyl)phenyl)-4-(methylamino)picolinonitrile). The yield is 28.0%. Reaction SMILES: [CH3:1][O:2][CH2:3][CH2:4][O:5][CH2:6][O:7][C:8]1[CH:13]=[CH:12][C:11](B2OC(C)(C)C(C)(C)O2)=[CH:10][C:9]=1[C:23]([F:26])([F:25])[F:24].[NH2:27][C:28]1[C:29]([C:37]#[N:38])=[N:30][C:31](Cl)=[CH:32][C:33]=1[NH:34][CH3:35].C1(P(C2CCCCC2)C2CCCCC2)CCCCC1.P([O-])([O-])([O-])=O.[K+].[K+].[K+]>CCOC(C)=O.C1C=CC(/C=C/C(/C=C/C2C=CC=CC=2)=O)=CC=1.C1C=CC(/C=C/C(/C=C/C2C=CC=CC=2)=O)=CC=1.C1C=CC(/C=C/C(/C=C/C2C=CC=CC=2)=O)=CC=1.[Pd].[Pd].C(Cl)Cl.O.O1CCOCC1>[NH2:27][C:28]1[C:29]([C:37]#[N:38])=[N:30][C:31]([C:11]2[CH:12]=[CH:13][C:8]([O:7][CH2:6][O:5][CH2:4][CH2:3][O:2][CH3:1])=[C:9]([C:23]([F:24])([F:25])[F:26])[CH:10]=2)=[CH:32][C:33]=1[NH:34][CH3:35] |f:3.4.5.6,8.9.10.11.12|. Procedure details: 2-(4-((2-Methoxyethoxy)methoxy)-3-(trifluoromethyl)phenyl)-4,4,5,5-tetramethyl-1,3,2-dioxaborolane (3.83 g), 3-amino-6-chloro-4-(methylamino)-picolinonitrile (1.55 g), tris(dibenzylideneacetone)dipalladium (0) (0.389 g), tricyclohexylphosphine (0.286 g) and potassium phosphate (3.60 g) were charged to a 100 ml flask. Dioxane (30 ml) and water (12 ml) were added and the mixture placed under a nitrogen atmosphere. The reaction was heated to 110° C. for 3 hours and allowed to stand at room temperat... Run at time 5 minute. The solvent is CC(=O)C (acetone). Starting materials: BrC1=CC(=C(C=C1)O)CC (4-bromo-2-ethylphenol), ClCC(C)=O (Chloroacetone), [I-].[Na+] (sodium iodide), C([O-])([O-])=O.[K+].[K+] (potassium carbonate). Yield: 102.1%. RXN SMILES: [Br:1][C:2]1[CH:7]=[CH:6][C:5]([OH:8])=[C:4]([CH2:9][CH3:10])[CH:3]=1.C(=O)([O-])[O-].[K+].[K+].Cl[CH2:18][C:19](=[O:21])[CH3:20].[I-].[Na+]>CC(C)=O>[Br:1][C:2]1[CH:7]=[CH:6][C:5]([O:8][CH2:18][C:19](=[O:21])[CH3:20])=[C:4]([CH2:9][CH3:10])[CH:3]=1 |f:1.2.3,5.6|. Procedure details: 4-bromo-2-ethylphenol (72.79 g, 362 mmoles) was dissolved in acetone (1.3 liter) and potassium carbonate (100 g, 724 mmoles) was added. The reaction was stirred for five minutes. Chloroacetone (43.2 ml, 543 mmoles) and sodium iodide (13.6, 90 mmoles) was added and the reaction turned orange upon stirring. The reaction was stirred overnight at room temperature and the solvent removed in vacuo. Ethyl acetate (2.5 l) and water (800 ml) were added. The organic layer was separated, washed with aqueou... Product: BrC1=CC(=C(OCC(C)=O)C=C1)CC (1-(4-bromo-2-ethylphenoxy)propan-2-one).